Dataset: the Open Reaction Database (ORD), a public repository of structured organic reaction records. Task: describe an organic reaction: reactants, conditions, products, and yield Reactants: C(=O)(OC(C)(C)C)N1C(CCCC1)=O (N-boc piperidinone), C1(CCCCC1)[N+]#[C-] (cyclohexyl isocyanide), Cl.FC=1C=C(N)C=CC1 (3-fluoroaniline hydrochloride), [N-]=C=O.[K+] (potassium isocyanate). The solvent is CO (MeOH), O (H2O), C(Cl)Cl (CH2Cl2). Product: C1(CCCCC1)NC1=NC(N(C12CCN(CC2)C(=O)OC(C)(C)C)C2=CC(=CC=C2)F)=O (tert-butyl 4-(cyclohexylamino)-1-(3-fluorophenyl)-2-oxo-1,3,8-triazaspiro[4.5]dec-3-ene-8-carboxylate). As a reaction SMILES: [C:1]([N:8]1[CH2:13][CH2:12][CH2:11][CH2:10][C:9]1=O)([O:3][C:4]([CH3:7])([CH3:6])[CH3:5])=[O:2].[CH:15]1([N+:21]#[C-:22])[CH2:20][CH2:19][CH2:18][CH2:17][CH2:16]1.[N-:23]=[C:24]=[O:25].[K+].Cl.[F:28][C:29]1[CH:30]=[C:31]([CH:33]=[CH:34][CH:35]=1)[NH2:32]>O.C(Cl)Cl.CO>[CH:15]1([NH:21][C:22]2[C:11]3([CH2:12][CH2:13][N:8]([C:1]([O:3][C:4]([CH3:7])([CH3:6])[CH3:5])=[O:2])[CH2:9][CH2:10]3)[N:32]([C:31]3[CH:33]=[CH:34][CH:35]=[C:29]([F:28])[CH:30]=3)[C:24](=[O:25])[N:23]=2)[CH2:20][CH2:19][CH2:18][CH2:17][CH2:16]1 |f:2.3,4.5|. Reported procedure: To a 10 mL MeOH suspension of 4.05 g (20.3 mmol) N-boc piperidinone and 2.11 g (19.3 mmol) cyclohexyl isocyanide was added a solution of 2.06 g (25.4 mmol) potassium isocyanate in 2.8 mL H2O in one portion with stirring followed by 3.0 g (20.3 mmol) 3-fluoroaniline hydrochloride in portions over 5 m. After stirring for 2 h the reaction was treated with 250 ml CH2Cl2. The organic layer was washed with water (2×50 ml), brine (1×50 ml), dried over Na2SO4, filtered and concentrated to dryness in vac... The reactants are ClC1=NC2=CC=C(C=C2C(=C1CC1=CC(=CC=C1)C(F)(F)F)Cl)I (2,4-Dichloro-6-iodo-3-(3-(trifluoromethyl)benzyl)quinoline), ClC1=NC2=CC=C(C=C2C(=C1CC1=CC(=CC=C1)C(F)(F)F)Cl)I (2,4-Dichloro-6-iodo-3-(3-(trifluoromethyl)benzyl)quinoline), C[O-].[Na+] (sodium methoxide). The solvent is C1(=CC=CC=C1)C (toluene). Run at temperature 90 celsius. The product is ClC1=C(C(=NC2=CC=C(C=C12)I)OC)CC1=CC(=CC=C1)C(F)(F)F (4-Chloro-6-iodo-2-methoxy-3-(3-(trifluoromethyl)benzyl)quinoline). As a reaction SMILES: Cl[C:2]1[C:11]([CH2:12][C:13]2[CH:18]=[CH:17][CH:16]=[C:15]([C:19]([F:22])([F:21])[F:20])[CH:14]=2)=[C:10]([Cl:23])[C:9]2[C:4](=[CH:5][CH:6]=[C:7]([I:24])[CH:8]=2)[N:3]=1.[CH3:25][O-:26].[Na+]>C1(C)C=CC=CC=1>[Cl:23][C:10]1[C:9]2[C:4](=[CH:5][CH:6]=[C:7]([I:24])[CH:8]=2)[N:3]=[C:2]([O:26][CH3:25])[C:11]=1[CH2:12][C:13]1[CH:18]=[CH:17][CH:16]=[C:15]([C:19]([F:22])([F:21])[F:20])[CH:14]=1 |f:1.2|. Procedure: A suspension of 2,4-dichloro-6-iodo-3-(3-(trifluoromethyl)benzyl)quinoline (1.551 g, 3.217 mmol, Intermediate 7: step b) and sodium methoxide (1.738 g, 32.174 mmol) in dry toluene (16 mL) was heated at 90° C. for 16 hours. The reaction was cooled to room temperature and quenched by the addition of saturated aqueous NaHCO3. The organic layer was dried (MgSO4), filtered and concentrated in vacuo. The crude residue was purified (FCC, 80 g SiO2, 0-20% CH2Cl2/hexanes over 20 minutes) to afford the ti... The reactants are [OH-].[Na+] (NaOH), S(=O)(=O)(C1=CC=C(C)C=C1)N1CC(C1)(CO)CO (N-Tosyl-3,3-bishydroxymethyl azetidine), O=O (oxygen), [OH-].[Na+] (NaOH), O1CCOCC1 (Dioxane). The reagents and catalysts are [Pt] (Pt/C). Run in O (water). Yields the product S(=O)(=O)(C1=CC=C(C)C=C1)N1CC(C1)C(=O)O (N-Tosyl azetidine 3-carboxylic acid). As a reaction SMILES: [S:1]([N:11]1[CH2:14][C:13]([CH2:17][OH:18])(CO)[CH2:12]1)([C:4]1[CH:10]=[CH:9][C:7]([CH3:8])=[CH:6][CH:5]=1)(=[O:3])=[O:2].[OH-].[Na+].[O:21]1CCOCC1.O=O>O.[Pt]>[S:1]([N:11]1[CH2:12][CH:13]([C:17]([OH:18])=[O:21])[CH2:14]1)([C:4]1[CH:5]=[CH:6][C:7]([CH3:8])=[CH:9][CH:10]=1)(=[O:2])=[O:3] |f:1.2|. Procedure: N-Tosyl-3,3-bishydroxymethyl azetidine (10 g, 0.037 mol) was suspended in distilled water (100 ml) and 30% NaOH (3 ml) added. Dioxane (50 ml) was then added in order to obtain a homogeneous solution, followed by 1 g of a 5% Pt/C catalyst. This mixture was heated under reflux with rapid stirring whilst a stream of oxygen was bubbled through at the rate of 600 ml.min-1. The pH of the solution was maintained at 9-12 with 30% NaOH and the course of the oxidation followed by 'H nmr. After 24 h anothe... The reactants are CC(C)(C)OC(=O)N1CCC(c2cc(N(COCC[Si](C)(C)C)COCC[Si](C)(C)C)n3ncc(-c4ccc(-c5ccccc5)nc4)c3n2)CC1, CCOC(C)=O, O=C1CCC(=O)N1Br, CN(C)C=O. Product: CC(C)(C)OC(=O)N1CCC(c2nc3c(-c4ccc(-c5ccccc5)nc4)cnn3c(N(COCC[Si](C)(C)C)COCC[Si](C)(C)C)c2Br)CC1. As a reaction SMILES: [CH3:1][Si:2]([CH2:3][CH2:4][O:5][CH2:6][N:7]([c:8]1[cH:9][c:10]([CH:29]2[CH2:30][CH2:31][N:32]([C:35](=[O:36])[O:37][C:38]([CH3:39])([CH3:40])[CH3:41])[CH2:33][CH2:34]2)[n:11][c:12]2[n:13]1[n:14][cH:15][c:16]2-[c:17]1[cH:18][n:19][c:20](-[c:23]2[cH:24][cH:25][cH:26][cH:27][cH:28]2)[cH:21][cH:22]1)[CH2:42][O:43][CH2:44][CH2:45][Si:46]([CH3:47])([CH3:48])[CH3:49])([CH3:50])[CH3:51].[CH3:65][CH2:66][O:67][C:68]([CH3:69])=[O:70].[O:52]=[C:53]1[N:54]([Br:59])[C:55](=[O:56])[CH2:57][CH2:58]1.[O:60]=[CH:61][N:62]([CH3:63])[CH3:64]>>[CH3:1][Si:2]([CH2:3][CH2:4][O:5][CH2:6][N:7]([c:8]1[c:9]([Br:59])[c:10]([CH:29]2[CH2:30][CH2:31][N:32]([C:35](=[O:36])[O:37][C:38]([CH3:39])([CH3:40])[CH3:41])[CH2:33][CH2:34]2)[n:11][c:12]2[n:13]1[n:14][cH:15][c:16]2-[c:17]1[cH:18][n:19][c:20](-[c:23]2[cH:24][cH:25][cH:26][cH:27][cH:28]2)[cH:21][cH:22]1)[CH2:42][O:43][CH2:44][CH2:45][Si:46]([CH3:47])([CH3:48])[CH3:49])([CH3:50])[CH3:51]. Reactants: COC=1C=CC2=C(N(C(C=N2)=O)CCN2CCC(CC2)NC(OC(C)(C)C)=O)N1 (tert-Butyl {1-[2-(6-methoxy-3-oxopyrido[2,3-b]pyrazin-4(3H)-yl)ethyl]piperidin-4-yl}carbamate), NC1CCN(CC1)CCN1C(C=NC2=CC(=CC=C12)C#N)=O (1-[2-(4-Aminopiperidin-1-yl)ethyl]-2-oxo-1,2-dihydroquinoxaline-6-carbonitrile), COC=1C=CC2=C(N(C(C=N2)=O)CCN2CCC(CC2)NC(OC(C)(C)C)=O)N1 (tert-Butyl {1-[2-(6-methoxy-3-oxopyrido[2,3-b]pyrazin-4(3H)-yl)ethyl]piperidin-4-yl}carbamate), C(=O)(C(F)(F)F)O (TFA). Product: NC1CCN(CC1)CCN1C2=C(N=CC1=O)C=CC(=N2)OC (4-[2-(4-Aminopiperidin-1-yl)ethyl]-6-methoxypyrido[2,3-b]pyrazin-3(4H)-one). Reaction SMILES: [CH3:1][O:2][C:3]1[CH:4]=[CH:5][C:6]2[N:11]=[CH:10][C:9](=[O:12])[N:8]([CH2:13][CH2:14][N:15]3[CH2:20][CH2:19][CH:18]([NH:21]C(=O)OC(C)(C)C)[CH2:17][CH2:16]3)[C:7]=2[N:29]=1.C(O)(C(F)(F)F)=O.NC1CCN(CCN2C3C(=CC(C#N)=CC=3)N=CC2=O)CC1>>[NH2:21][CH:18]1[CH2:17][CH2:16][N:15]([CH2:14][CH2:13][N:8]2[C:9](=[O:12])[CH:10]=[N:11][C:6]3[CH:5]=[CH:4][C:3]([O:2][CH3:1])=[N:29][C:7]2=3)[CH2:20][CH2:19]1. Reported procedure: tert-Butyl {1-[2-(6-methoxy-3-oxopyrido[2,3-b]pyrazin-4(3H)-yl)ethyl]piperidin-4-yl}carbamate (Intermediate 203, 0.213 g) was deprotected with TFA as described for Intermediate 197 to give the crude free base of the product, 0.15 g. Reactants: C1(=CC=CC=C1)N1N=C(C(=C1C1=CC=CC=C1)CC(=O)O)C1=CC=CC=C1 (1,3,5-triphenyl-pyrazol-4-acetic acid), P(=O)(Cl)(Cl)Cl (phosphorus oxychloride), N (ammonia), O (water), substituted acetyl chloride. The solvent is C1=CC=CC=C1 (benzene), C(C)OC(C)=O (ethylacetate), C1=CC=CC=C1 (benzene). Product: C1(=CC=CC=C1)N1N=C(C(=C1C1=CC=CC=C1)CC(=O)N)C1=CC=CC=C1 (1,3,5-triphenyl-pyrazol-4-acetamide). Yield: 91.0%. RXN SMILES: [C:1]1([N:7]2[C:11]([C:12]3[CH:17]=[CH:16][CH:15]=[CH:14][CH:13]=3)=[C:10]([CH2:18][C:19]([OH:21])=O)[C:9]([C:22]3[CH:27]=[CH:26][CH:25]=[CH:24][CH:23]=3)=[N:8]2)[CH:6]=[CH:5][CH:4]=[CH:3][CH:2]=1.P(Cl)(Cl)(Cl)=O.[NH3:33].O>C1C=CC=CC=1.C(OC(=O)C)C>[C:1]1([N:7]2[C:11]([C:12]3[CH:13]=[CH:14][CH:15]=[CH:16][CH:17]=3)=[C:10]([CH2:18][C:19]([NH2:33])=[O:21])[C:9]([C:22]3[CH:27]=[CH:26][CH:25]=[CH:24][CH:23]=3)=[N:8]2)[CH:6]=[CH:5][CH:4]=[CH:3][CH:2]=1. Procedure details: 3.54 grams 1,3,5-triphenyl-pyrazol-4-acetic acid, 1.68 gram phosphorus oxychloride and 30 milliliters benzene were mixed and the mixture heated to the boiling temperature under reflux for 2 hours. The reaction mixture, containing in benzene solution the correspondingly substituted acetyl chloride was then added dropwise at 0° C. to 30 milliliters 25% aqueous ammonia solution. The mixture was permitted to stand over night at room temperature. Thereafter, 30 milliliteres water and enough ethylacet... The reactants are OC1CCN(Cc2ccccc2)C1, Cc1nc2ccccc2c(=O)n1-c1ccc(O)cc1. The product is Cc1nc2ccccc2c(=O)n1-c1ccc(OC2CCN(Cc3ccccc3)C2)cc1. As a reaction SMILES: [CH2:1]([c:2]1[cH:3][cH:4][cH:5][cH:6][cH:7]1)[N:8]1[CH2:9][CH:10]([OH:13])[CH2:11][CH2:12]1.[CH3:14][c:15]1[n:16][c:17]2[cH:18][cH:19][cH:20][cH:21][c:22]2[c:23](=[O:32])[n:24]1-[c:25]1[cH:26][cH:27][c:28]([OH:31])[cH:29][cH:30]1>>[CH2:1]([c:2]1[cH:3][cH:4][cH:5][cH:6][cH:7]1)[N:8]1[CH2:9][CH:10]([O:13][c:28]2[cH:27][cH:26][c:25](-[n:24]3[c:15]([CH3:14])[n:16][c:17]4[cH:18][cH:19][cH:20][cH:21][c:22]4[c:23]3=[O:32])[cH:30][cH:29]2)[CH2:11][CH2:12]1.